Dataset: the Open Reaction Database (ORD), a public repository of structured organic reaction records. Task: describe an organic reaction: reactants, conditions, products, and yield Reactants: CCCCCCCN(CCc1csc(SC(C)(C)C(=O)OC(C)(C)C)n1)C(=O)c1cc2cc(Cl)ccc2[nH]1, CCOC(C)=O, O=CO, Cl. Yields the product CCCCCCCN(CCc1csc(SC(C)(C)C(=O)O)n1)C(=O)c1cc2cc(Cl)ccc2[nH]1. As a reaction SMILES: [C:1]([CH3:2])([CH3:3])([CH3:4])[O:5][C:6]([C:7]([CH3:8])([CH3:9])[S:10][c:11]1[s:12][cH:13][c:14]([CH2:16][CH2:17][N:18]([CH2:19][CH2:20][CH2:21][CH2:22][CH2:23][CH2:24][CH3:25])[C:26](=[O:27])[c:28]2[nH:29][c:30]3[cH:31][cH:32][c:33]([Cl:37])[cH:34][c:35]3[cH:36]2)[n:15]1)=[O:38].[C:39]([O:40][CH2:41][CH3:42])(=[O:43])[CH3:44].[CH:46]([OH:47])=[O:48].[ClH:45]>>[O:5]=[C:6]([C:7]([CH3:8])([CH3:9])[S:10][c:11]1[s:12][cH:13][c:14]([CH2:16][CH2:17][N:18]([CH2:19][CH2:20][CH2:21][CH2:22][CH2:23][CH2:24][CH3:25])[C:26](=[O:27])[c:28]2[nH:29][c:30]3[cH:31][cH:32][c:33]([Cl:37])[cH:34][c:35]3[cH:36]2)[n:15]1)[OH:38].